From a dataset of the Open Reaction Database (ORD), a public repository of structured organic reaction records. describe an organic reaction: reactants, conditions, products, and yield Isolated yield 75.0%. Run at time 30 minute. Reported procedure: 1-Methyl-2a,3,4,5-tetrahydrobenz[cd]indole-2(1H) -one (3.7 g, 20 mmol) was dissolved in anhydrous N,N-dimethylformamide (50 ml). Thereto was added sodium hydride (60% content, 800 mg, 20 mmol), and the resulting solution was stirred at a room temperature for 30 minutes. The reaction solution was cooled in an ice bath of −10° C., mixed with 1,4-dibromobutane (7.0 ml) and then 1 hour of the reaction was carried out while temperature of the reaction solution was increased to a room temperature. The... Reaction SMILES: [CH3:1][N:2]1[C:10]2[CH:9]=[CH:8][CH:7]=[C:6]3[CH2:11][CH2:12][CH2:13][CH:4]([C:5]=23)[C:3]1=[O:14].[H-].[Na+].[Br:17][CH2:18][CH2:19][CH2:20][CH2:21]Br.C(OC(C)C)(C)C>CN(C)C=O.O>[Br:17][CH2:18][CH2:19][CH2:20][CH2:21][C:4]12[CH2:13][CH2:12][CH2:11][C:6]3[C:5]1=[C:10]([CH:9]=[CH:8][CH:7]=3)[N:2]([CH3:1])[C:3]2=[O:14] |f:1.2|. Reactants: C(C)(C)OC(C)C (diisopropyl ether), CN1C(C2C=3C(=CC=CC13)CCC2)=O (1-Methyl-2a,3,4,5-tetrahydrobenz[cd]indole-2(1H) -one), BrCCCCBr (1,4-dibromobutane), [H-].[Na+] (sodium hydride). Yields the product BrCCCCC12C(N(C=3C=CC=C(C13)CCC2)C)=O (2a-(4-Bromobutyl)-l-methyl-2a,3,4,5-tetrahydrobenz[cd]indole-2(1H)-one). Solvent: O (water), CN(C=O)C (N,N-dimethylformamide). Reactants: COC([C@@H](N(CC1=CC=C(C=C1)OC)CC1=CC=C(C=C1)OC)C1=CC=CC=C1)(C)C ((S)-2-methoxy-N,N-bis(4-methoxybenzyl)-2-methyl-1-phenylpropan-1-amine). Reagents/catalysts: [Pd] (Pd). Solvent: CO (MeOH). Conditions: time 14 hour. Yields the product COC([C@@H](N)C1=CC=CC=C1)(C)C ((S)-2-methoxy-2-methyl-1-phenylpropan-1-amine). As a reaction SMILES: [CH3:1][O:2][C:3]([CH3:31])([CH3:30])[C@H:4]([C:24]1[CH:29]=[CH:28][CH:27]=[CH:26][CH:25]=1)[N:5](CC1C=CC(OC)=CC=1)CC1C=CC(OC)=CC=1>CO.[Pd]>[CH3:1][O:2][C:3]([CH3:31])([CH3:30])[C@H:4]([C:24]1[CH:29]=[CH:28][CH:27]=[CH:26][CH:25]=1)[NH2:5]. Procedure: A solution of (S)-2-methoxy-N,N-bis(4-methoxybenzyl)-2-methyl-1-phenylpropan-1-amine 5 (0.7 g, 1.67 mmol) in anhydrous MeOH was added Pd on C (0.1 g) and the contents were stirred at ambient temperature in H2 atmosphere. After 14 h, the reaction mixture was filtered through a pad of celite and the volatiles were removed under reduced pressure. The residue thus obtained was further purified by preparative HPLC to afford (S)-2-methoxy-2-methyl-1-phenylpropan-1-amine H1NMR (CDCl3, 400 MHz) δ 7.45-7... Reactants: C(=O)(OCC)CC1=CC=C(C=C1)NC(C(COS(=O)(=O)C)NS(=O)(=O)C1=CC=C(C=C1)I)=O ((RS)-N-(4-(carbethoxymethyl)phenyl)-2-(4-iodobenzenesulfonylamino)-3-methanesulfonyloxypropanamide), ClC1=CC=C(C=C1)O (4-chlorophenol). The product is ClC1=CC=C(OCC(C(=O)NC2=CC=C(C=C2)CC(=O)OCC)NS(=O)(=O)C2=CC=C(C=C2)I)C=C1 ((RS)-3-(4-chlorophenoxy)-N-(4-(ethoxycarbonylmethyl) phenyl)-2-(4-iodobenzenesulfonylamino)propanamide). As a reaction SMILES: [C:1]([CH2:6][C:7]1[CH:12]=[CH:11][C:10]([NH:13][C:14](=[O:33])[CH:15]([NH:22][S:23]([C:26]2[CH:31]=[CH:30][C:29]([I:32])=[CH:28][CH:27]=2)(=[O:25])=[O:24])[CH2:16][O:17]S(C)(=O)=O)=[CH:9][CH:8]=1)([O:3][CH2:4][CH3:5])=[O:2].[Cl:34][C:35]1[CH:40]=[CH:39][C:38](O)=[CH:37][CH:36]=1>>[Cl:34][C:35]1[CH:40]=[CH:39][C:38]([O:17][CH2:16][CH:15]([NH:22][S:23]([C:26]2[CH:31]=[CH:30][C:29]([I:32])=[CH:28][CH:27]=2)(=[O:25])=[O:24])[C:14]([NH:13][C:10]2[CH:11]=[CH:12][C:7]([CH2:6][C:1]([O:3][CH2:4][CH3:5])=[O:2])=[CH:8][CH:9]=2)=[O:33])=[CH:37][CH:36]=1. Procedure details: The procedure described in Example 125 was repeated, except that (RS)-N-(4-(carbethoxymethyl)phenyl)-2-(4-iodobenzenesulfonylamino)-3-methanesulfonyloxypropanamide (380 mg) was reacted with 4-chlorophenol (160 μl) to obtain (RS)-3-(4-chlorophenoxy)-N-(4-(ethoxycarbonylmethyl) phenyl)-2-(4-iodobenzenesulfonylamino)propanamide (297.11 mg). Reactants: C[Li] (CH3Li), CC(=CCC)C(CCCCC)=O (4-methyl-3-decene-5-one). Run at time 150 minute. Yields the product CC(=CCC)C(CCCCC)(O)C (4.5-Dimethyl-3-decene-5-ol). Reaction SMILES: [CH3:1][Li].[CH3:3][C:4]([C:8](=[O:14])[CH2:9][CH2:10][CH2:11][CH2:12][CH3:13])=[CH:5][CH2:6][CH3:7]>>[CH3:3][C:4]([C:8]([CH3:1])([OH:14])[CH2:9][CH2:10][CH2:11][CH2:12][CH3:13])=[CH:5][CH2:6][CH3:7]. Reported procedure: To a dry 5 liter multi-neck round bottom flask fitted with an air stirrer, nitrogen inlet condenser and an addition funnel 1.617 g of CH3Li was added and stirred. 336 g of 4-methyl-3-decene-5-one (see example A for preparation of 3-decene-4-methyl-5-one) was added dropwise over 105 minutes. The temperature of the reaction rose to 63° C. The reaction mixture was aged for 150 minutes and a first sample was taken at 37° C. 30 minutes later, a second sample was taken at 30° C. The mixture was quench... The reactants are ClC1=CC(=NC(=C1)Cl)NC(=S)NC(OCC)=O (Ethyl [(4,6-dichloropyridin-2-yl)carbamothioyl]carbamate), Cl.NO (hydroxylamine hydrochloride), CCN(C(C)C)C(C)C (DIEA). Solvent: CO.CCO (MeOH EtOH). Conditions: time 2 hour. Yields the product ClC1=CC(=CC=2N1N=C(N2)N)Cl (5,7-Dichloro[1,2,4]-triazolo[1,5-a]pyridin-2-amine). Isolated yield 59.7%. As a reaction SMILES: [Cl:1][C:2]1[CH:7]=[C:6]([Cl:8])[N:5]=[C:4]([NH:9][C:10]([NH:12]C(=O)OCC)=S)[CH:3]=1.Cl.NO.CC[N:23](C(C)C)C(C)C>CO.CCO>[Cl:8][C:6]1[N:5]2[N:23]=[C:10]([NH2:12])[N:9]=[C:4]2[CH:3]=[C:2]([Cl:1])[CH:7]=1 |f:1.2,4.5|. Procedure: Ethyl [(4,6-dichloropyridin-2-yl)carbamothioyl]carbamate (2.9 g, 9.9 mmol) was added to a stirred suspension of hydroxylamine hydrochloride (1.1 g, 16 mmol) and DIEA (1.9 g, 15 mmol) in MeOH/EtOH (1:1, 40 mL) portion-wise as a solid. This mixture was stirred at rt for 2 h and then heated at 80° C. for 18 h. The reaction mixture was concentrated in vacuo and the resultant reside treated with water yielding a cream solid, which was filtered and dried in a vacuum oven at 40° C. for 18 h to give the...